This data is from the Open Reaction Database (ORD), a public repository of structured organic reaction records. The task is: describe an organic reaction: reactants, conditions, products, and yield As a reaction SMILES: [C:1](OC(=O)C)(=O)C.[NH2:8][C:9]1[CH:14]=[CH:13][N:12]=[CH:11][C:10]=1[S:15]([NH2:18])(=[O:17])=[O:16]>C(O)=O>[S:15]1(=[O:17])(=[O:16])[C:10]2[CH:11]=[N:12][CH:13]=[CH:14][C:9]=2[NH:8][CH:1]=[N:18]1. Procedure: 3.3 cm3 of formic acid and 6.6 cm3 of acetic anhydride are kept stirring at 50° C. for 15 minutes. 1 g of 4-aminopyridine-3-sulfonamide (Preparation 2) is added to this solution and the reaction mixture is brought to reflux for 2 hours. After cooling, the crystals obtained are collected on a filter, washed with a small amount of acetic acid and then with diethyl ether and dried. Yields the product S1(N=CNC2=C1C=NC=C2)(=O)=O (4H-PYRIDO[4,3-e][1,2,4]THIADIAZINE 1,1- DIOXIDE). Starting materials: C(C)(=O)OC(C)=O (acetic anhydride), NC1=C(C=NC=C1)S(=O)(=O)N (4-aminopyridine-3-sulfonamide). Run in C(=O)O (formic acid). The solvent is O1CCOCC1 (1,4-dioxan). Yields the product C(CCC)(=O)C=1C=NC2=CC=C(C=C2C1NC1=C(C=C(C=C1)O)C)O (3-butyryl-4-(4-hydroxy-2-methylphenylamino)-6-hydroxyquinoline). Reaction SMILES: [C:1]([C:6]1[CH:7]=[N:8][C:9]2[C:14]([C:15]=1Cl)=[CH:13][C:12]([OH:17])=[CH:11][CH:10]=2)(=[O:5])[CH2:2][CH2:3][CH3:4].[NH2:18][C:19]1[C:20]([CH3:26])=[CH:21][C:22]([OH:25])=[CH:23][CH:24]=1>O1CCOCC1>[C:1]([C:6]1[CH:7]=[N:8][C:9]2[C:14]([C:15]=1[NH:18][C:19]1[CH:24]=[CH:23][C:22]([OH:25])=[CH:21][C:20]=1[CH3:26])=[CH:13][C:12]([OH:17])=[CH:11][CH:10]=2)(=[O:5])[CH2:2][CH2:3][CH3:4]. The reactants are C(CCC)(=O)C=1C=NC2=CC=C(C=C2C1Cl)O (3-Butyryl-4-chloro-6-hydroxyquinoline), NC=1C(=CC(=CC1)O)C (4-amino-m-cresol). The yield is 24.1%. Reported procedure: 3-Butyryl-4-chloro-6-hydroxyquinoline (4.0 g) and 4-amino-m-cresol (2.0 g) were heated together under reflux in 1,4-dioxan (60 ml) for 2 hours. The solvent was evaporated and the residue was dissolved in chloroform and washed successively with 2M HCl, sodium hydrogen carbonate solution (×2) and brine. The organic solution was dried, filtered and evaporated to a brown oil. A quantity of solid material that appeared insoluble in chloroform was combined with the oil and the mixture was chromatograp...